This data is from the Open Reaction Database (ORD), a public repository of structured organic reaction records. The task is: describe an organic reaction: reactants, conditions, products, and yield Reactants: BrC=1C=C(C(=NC1)Cl)N (5-bromo-2-chloropyridin-3-amine), FC1=C(C=CC(=C1)F)S(=O)(=O)Cl (2,4-difluorobenzene-1-sulfonyl chloride), Cl (HCl). Solvent: N1=CC=CC=C1 (pyridine). Conditions: time 40 minute. The product is BrC=1C=C(C=NC1)NS(=O)(=O)C1=C(C=C(C=C1)F)F (N-(5-bromopyridin-3-yl)-2,4-difluorobenzenesulfonamide). Yield: 69.4%. RXN SMILES: [Br:1][C:2]1[CH:3]=[C:4]([NH2:9])[C:5](Cl)=[N:6][CH:7]=1.[F:10][C:11]1[CH:16]=[C:15]([F:17])[CH:14]=[CH:13][C:12]=1[S:18](Cl)(=[O:20])=[O:19].Cl>N1C=CC=CC=1>[Br:1][C:2]1[CH:3]=[C:4]([NH:9][S:18]([C:12]2[CH:13]=[CH:14][C:15]([F:17])=[CH:16][C:11]=2[F:10])(=[O:20])=[O:19])[CH:5]=[N:6][CH:7]=1. Procedure details: To a solution of 5-bromo-2-chloropyridin-3-amine (0.500 g, 2.89 mmol) in pyridine (1.45 ml) was dropwise added 2,4-difluorobenzene-1-sulfonyl chloride (0.614 ml, 2.89 mmol) at 0° C. The mixture was stirred for 40 min at room temperature and acidified with 1 N HCl. The residue was extracted with EtOAc and the combined organic layers were washed with brine, dried over anhydrous Na2SO4, filtered and concentrated in vacuo to give N-(5-bromopyridin-3-yl)-2,4-difluorobenzenesulfonamide (0.70 g, 70% yi...